From a dataset of the Open Reaction Database (ORD), a public repository of structured organic reaction records. describe an organic reaction: reactants, conditions, products, and yield Starting materials: CC(=O)c1cccs1, CCOC(=O)OCC, [H-], [Na+], C1CCOC1. Yields the product CCOC(=O)CC(=O)c1cccs1. As a reaction SMILES: [C:11]([CH3:12])(=[O:13])[c:14]1[s:15][cH:16][cH:17][cH:18]1.[C:3]([O:4][CH2:5][CH3:6])([O:7][CH2:8][CH3:9])=[O:10].[H-:1].[Na+:2].[O:19]1[CH2:20][CH2:21][CH2:22][CH2:23]1>>[C:3]([O:7][CH2:8][CH3:9])(=[O:10])[CH2:12][C:11](=[O:13])[c:14]1[s:15][cH:16][cH:17][cH:18]1. The reactants are solution, B.CSC (borane methylsulfide), OC1=CC=C2CC[C@H](CC2=C1)NC([C@@H](O)C1=CC(=CC=C1)Cl)=O (N-[(2R)-7-hydroxy-1,2,3,4-tetrahydronaphth-2-yl]-(S)-3-chloromandelamide), SR 58588, VI, CSC (dimethylsulfide), B#B (diborane), B (borane). Solvent: O1CCCC1 (tetrahydrofuran), CO (methanol), O1CCCC1 (tetrahydrofuran). Reaction conditions: time 30 minute. The product is OC1=CC=C2CC[C@H](CC2=C1)NC[C@@H](O)C1=CC(=CC=C1)Cl (N-[(2R)-7-hydroxy-1,2,3,4-tetrahydronaphth-2-yl]-(2S)-2-(3-chlorophenyl)-2-hydroxyethanamine), SR 58590. As a reaction SMILES: [OH:1][C:2]1[CH:11]=[C:10]2[C:5]([CH2:6][CH2:7][C@@H:8]([NH:12][C:13](=O)[C@H:14]([C:16]3[CH:21]=[CH:20][CH:19]=[C:18]([Cl:22])[CH:17]=3)[OH:15])[CH2:9]2)=[CH:4][CH:3]=1.B.CSC.B#B.B.CSC>O1CCCC1.CO>[OH:1][C:2]1[CH:11]=[C:10]2[C:5]([CH2:6][CH2:7][C@@H:8]([NH:12][CH2:13][C@H:14]([C:16]3[CH:21]=[CH:20][CH:19]=[C:18]([Cl:22])[CH:17]=3)[OH:15])[CH2:9]2)=[CH:4][CH:3]=1 |f:1.2|. Procedure details: To a solution of 3 g of N-[(2R)-7-hydroxy-1,2,3,4-tetrahydronaphth-2-yl]-(S)-3-chloromandelamide, SR 58588, PREPARATION VI, in 40 ml of anhydrous tetrahydrofuran, heated with reflux under nitrogen stream, there is added 2.7 ml of a 10M solution of borane-methylsulfide (reagent which generates diborane consisting of a complex of borane and dimethylsulfide) in 20 ml of tetrahydrofuran, and heated for 4 hours with reflux. To the solution cooled at room temperature, there is added 25 ml of methanol ... The reactants are C(CCC)OC(=O)N[C@@H](C(=O)O)CC1=CC=C(C=C1)OCC ((R)-2-Butoxycarbonylamino-3-(4-ethoxy-phenyl)-propionic acid), Cl.N[C@@H](C(=O)O)CC1=CC=C(C=C1)OCC ((R)-2-amino-3-(4-ethoxy-phenyl)-propionic acid hydrochloride). Solvent: Cl (HCl), O1CCOCC1 (dioxan). Product: N[C@@H](C(=O)O)CC1=CC=C(C=C1)OCC ((R)-2-Amino-3-(4-ethoxy-phenyl)-propionic acid). As a reaction SMILES: C(OC([NH:8][C@H:9]([CH2:13][C:14]1[CH:19]=[CH:18][C:17]([O:20][CH2:21][CH3:22])=[CH:16][CH:15]=1)[C:10]([OH:12])=[O:11])=O)CCC.Cl.N[C@H](CC1C=CC(OCC)=CC=1)C(O)=O>Cl.O1CCOCC1>[NH2:8][C@H:9]([CH2:13][C:14]1[CH:15]=[CH:16][C:17]([O:20][CH2:21][CH3:22])=[CH:18][CH:19]=1)[C:10]([OH:12])=[O:11] |f:1.2|. Procedure: (R)-2-Butoxycarbonylamino-3-(4-ethoxy-phenyl)-propionic acid (4.0 g, 12.93 mmol) was dissolved in 4M HCl in dioxan (150 mL). After one hour at room temperature the solvent was removed in vacuo to give a white solid identified as (R)-2-amino-3-(4-ethoxy-phenyl)-propionic acid hydrochloride (3.18 g, 12.9 mmol, 100%). Reactants: O=C([O-])[O-], ClCCl, CC(C)(c1cc(Cl)c(O)c(Cl)c1)c1cc(Cl)c(O)c(Cl)c1, N#CCl, [Na+], [Na+], [Na+], [OH-], O. Yields the product CC(C)(c1cc(Cl)c(O)c(Cl)c1)c1cc(Cl)c(OC#N)c(Cl)c1. RXN SMILES: [C:25](=[O:26])([O-:27])[O-:28].[CH2:34]([Cl:35])[Cl:36].[Cl:1][c:2]1[cH:3][c:4]([C:10]([CH3:11])([CH3:12])[c:13]2[cH:14][c:15]([Cl:21])[c:16]([OH:20])[c:17]([Cl:19])[cH:18]2)[cH:5][c:6]([Cl:9])[c:7]1[OH:8].[N:22]#[C:23][Cl:24].[Na+:29].[Na+:30].[Na+:32].[OH-:31].[OH2:33]>>[Cl:1][c:2]1[cH:3][c:4]([C:10]([CH3:11])([CH3:12])[c:13]2[cH:14][c:15]([Cl:21])[c:16]([O:20][C:23]#[N:22])[c:17]([Cl:19])[cH:18]2)[cH:5][c:6]([Cl:9])[c:7]1[OH:8].